Dataset: the Open Reaction Database (ORD), a public repository of structured organic reaction records. Task: describe an organic reaction: reactants, conditions, products, and yield Starting materials: C(C)C1=CC=NC=C1 (4-ethylpyridine), ClC=1C=C(CCBr)C=CC1Cl (3,4-dichlorophenethyl bromide). Product: ClC=1C=C(C=CC1Cl)CCC(C)C1=CC=NC=C1 (1-(3,4-dichlorophenyl)-3-(4-pyridyl)butane). Yield: 44.7%. As a reaction SMILES: [CH2:1]([C:3]1[CH:8]=[CH:7][N:6]=[CH:5][CH:4]=1)[CH3:2].[Cl:9][C:10]1[CH:11]=[C:12]([CH:16]=[CH:17][C:18]=1[Cl:19])[CH2:13][CH2:14]Br>>[Cl:9][C:10]1[CH:11]=[C:12]([CH2:13][CH2:14][CH:1]([C:3]2[CH:8]=[CH:7][N:6]=[CH:5][CH:4]=2)[CH3:2])[CH:16]=[CH:17][C:18]=1[Cl:19]. Procedure details: 1.0 g (9.35 mmol) of 4-ethylpyridine and 2.37 g (9.35 mmol) of 3,4-dichlorophenethyl bromide were reacted in the same manner as in Example 1. The reaction product was purified to obtain 1.17 g of the desired compound (yield: 44.6%).